From a dataset of the Open Reaction Database (ORD), a public repository of structured organic reaction records. describe an organic reaction: reactants, conditions, products, and yield The reactants are C1(CCCCC1)CCC[C@H](CC(=O)OC(C)(C)C)C1=NC(=NO1)C(=O)N(CC1=NC=CC=C1)C (tert-butyl (3R)-6-cyclohexyl-3-(3-{[methyl(2-pyridinylmethyl)amino]carbonyl}-1,2,4-oxadiazol-5-yl)hexanoate), FC(C(=O)O)(F)F (trifluoroacetic acid). Run in ClCCl (dichloromethane). Conditions: time 2 hour. Yields the product C1(CCCCC1)CCC[C@H](CC(=O)O)C1=NC(=NO1)C(=O)N(CC1=NC=CC=C1)C ((3R)-6-Cyclohexyl-3-(3-{[methyl(2-pyridinylmethyl)amino]carbonyl}-1,2,4-oxadiazol-5-yl)hexanoic acid). Isolated yield 98.2%. RXN SMILES: [CH:1]1([CH2:7][CH2:8][CH2:9][C@@H:10]([C:19]2[O:23][N:22]=[C:21]([C:24]([N:26]([CH3:34])[CH2:27][C:28]3[CH:33]=[CH:32][CH:31]=[CH:30][N:29]=3)=[O:25])[N:20]=2)[CH2:11][C:12]([O:14]C(C)(C)C)=[O:13])[CH2:6][CH2:5][CH2:4][CH2:3][CH2:2]1.FC(F)(F)C(O)=O>ClCCl>[CH:1]1([CH2:7][CH2:8][CH2:9][C@@H:10]([C:19]2[O:23][N:22]=[C:21]([C:24]([N:26]([CH3:34])[CH2:27][C:28]3[CH:33]=[CH:32][CH:31]=[CH:30][N:29]=3)=[O:25])[N:20]=2)[CH2:11][C:12]([OH:14])=[O:13])[CH2:6][CH2:5][CH2:4][CH2:3][CH2:2]1. Procedure details: A solution of tert-butyl (3R)-6-cyclohexyl-3-(3-{[methyl(2-pyridinylmethyl)amino]carbonyl}-1,2,4-oxadiazol-5-yl)hexanoate (Preparation 35) (527 mg, 1.12 mmol) in dichloromethane (20 ml) was treated with trifluoroacetic acid (10 ml) and the resulting mixture was stirred at room temperature under a nitrogen atmosphere for 2 hours. The solvent was removed under reduced pressure and the residue was azeotroped from toluene. The residue was dissolved in a saturated aqueous solution of sodium hydrogen ... The reactants are CCCCCCC(C)Oc1ccc(C=O)c([N+](=O)[O-])c1, CC(C)=O, Cl, [K+], O=[Mn](=O)(=O)[O-], [Na+], [Na+], O, O=S([O-])[O-]. Yields the product CCCCCCC(C)Oc1ccc(C(=O)O)c([N+](=O)[O-])c1. As a reaction SMILES: [CH3:1][CH:2]([CH2:3][CH2:4][CH2:5][CH2:6][CH2:7][CH3:8])[O:9][c:10]1[cH:11][c:12]([N+:18](=[O:19])[O-:20])[c:13]([CH:14]=[O:15])[cH:16][cH:17]1.[CH3:34][C:35](=[O:36])[CH3:37].[ClH:33].[K+:26].[Mn:21](=[O:22])([O-:23])(=[O:24])=[O:25].[Na+:31].[Na+:32].[OH2:38].[S:27]([O-:28])([O-:29])=[O:30]>>[CH3:1][CH:2]([CH2:3][CH2:4][CH2:5][CH2:6][CH2:7][CH3:8])[O:9][c:10]1[cH:11][c:12]([N+:18](=[O:19])[O-:20])[c:13]([C:14](=[O:15])[OH:22])[cH:16][cH:17]1. Reactants: Fc1ccc(Br)c(OC2CCNCC2)c1, O=C([O-])[O-], COC(=O)c1cnc(Cl)cn1, [K+], [K+], C1COCCO1. Product: COC(=O)c1cnc(N2CCC(Oc3cc(F)ccc3Br)CC2)cn1. As a reaction SMILES: [Br:1][c:2]1[c:3]([O:4][CH:5]2[CH2:6][CH2:7][NH:8][CH2:9][CH2:10]2)[cH:11][c:12]([F:15])[cH:13][cH:14]1.[C:27](=[O:28])([O-:29])[O-:30].[Cl:16][c:17]1[n:18][cH:19][c:20]([C:23](=[O:24])[O:25][CH3:26])[n:21][cH:22]1.[K+:31].[K+:32].[O:33]1[CH2:34][CH2:35][O:36][CH2:37][CH2:38]1>>[Br:1][c:2]1[c:3]([O:4][CH:5]2[CH2:6][CH2:7][N:8]([c:17]3[n:18][cH:19][c:20]([C:23](=[O:24])[O:25][CH3:26])[n:21][cH:22]3)[CH2:9][CH2:10]2)[cH:11][c:12]([F:15])[cH:13][cH:14]1. Reactants: D4, FC1=C(C#N)C=C(C=C1)C=O (2-fluoro-5-formylbenzonitrile), ClC1=C(C=C(C=C1)O)F (4-chloro-3-fluorophenol). The product is ClC1=C(C=C(OC2=C(C#N)C=C(C=C2)C=O)C=C1)F (2-(4-chloro-3-fluorophenoxy)-5-formylbenzonitrile). As a reaction SMILES: F[C:2]1[CH:9]=[CH:8][C:7]([CH:10]=[O:11])=[CH:6][C:3]=1[C:4]#[N:5].[Cl:12][C:13]1[CH:18]=[CH:17][C:16]([OH:19])=[CH:15][C:14]=1[F:20]>>[Cl:12][C:13]1[CH:18]=[CH:17][C:16]([O:19][C:2]2[CH:9]=[CH:8][C:7]([CH:10]=[O:11])=[CH:6][C:3]=2[C:4]#[N:5])=[CH:15][C:14]=1[F:20]. Procedure: The title compound was prepared by a procedure similar to that described for D4 starting from 2-fluoro-5-formylbenzonitrile and 4-chloro-3-fluorophenol.